This data is from the Open Reaction Database (ORD), a public repository of structured organic reaction records. The task is: describe an organic reaction: reactants, conditions, products, and yield The product is Cl.COC1=CC=C2C=CC3=C(N=C(N3C)C3=CC=C(C=C3)OC)C2=C1 (8-methoxy-2-(4-methoxyphenyl)-3-methyl-3H-naphtho[1,2-d]imidazole hydrochloride). Procedure: The compound of the title, as the free base, is prepared by following essentially the same procedure described in example 2 but using 7-methoxy-2-methylamino-1-nitrosonaphthalene instead of 2-methylamino-1-nitrosonaphthalene and 4-methoxybenzaldehyde instead of 4-ethoxybenzaldehyde. By addition of HCl to a diethyl ether solution of the free base, the corresponding hydrochloride precipitates. Yield 40%. M.p. 265° C. dec. (from methanol). Reactants: COC1=CC=C2C=CC(=C(C2=C1)N=O)NC (7-methoxy-2-methylamino-1-nitrosonaphthalene), COC1=CC=C(C=O)C=C1 (4-methoxybenzaldehyde), Cl (HCl). Isolated yield 40.0%. Reaction SMILES: [CH3:1][O:2][C:3]1[CH:12]=[C:11]2[C:6]([CH:7]=[CH:8][C:9]([NH:15][CH3:16])=[C:10]2[N:13]=O)=[CH:5][CH:4]=1.[CH3:17][O:18][C:19]1[CH:26]=[CH:25][C:22]([CH:23]=O)=[CH:21][CH:20]=1.[ClH:27]>C(OCC)C>[ClH:27].[CH3:1][O:2][C:3]1[CH:12]=[C:11]2[C:6]([CH:7]=[CH:8][C:9]3[N:15]([CH3:16])[C:23]([C:22]4[CH:25]=[CH:26][C:19]([O:18][CH3:17])=[CH:20][CH:21]=4)=[N:13][C:10]=32)=[CH:5][CH:4]=1 |f:4.5|. The solvent is C(C)OCC (diethyl ether).